From a dataset of the Open Reaction Database (ORD), a public repository of structured organic reaction records. describe an organic reaction: reactants, conditions, products, and yield Reactants: OC1=C(C2=CC=C(C=C2C=C1)C#N)CC(=O)O (2-hydroxy-6-cyano-1-naphthylacetic acid), CS(=O)(=O)O (methanesulfonic acid). The solvent is CO (methanol). Conditions: temperature 40 celsius. The product is OC1=C(C2=CC=C(C=C2C=C1)C#N)CC(=O)OC (methyl 2-hydroxy-6-cyano-1-naphthylacetate). The yield is 172.6%. RXN SMILES: [OH:1][C:2]1[CH:11]=[CH:10][C:9]2[C:4](=[CH:5][CH:6]=[C:7]([C:12]#[N:13])[CH:8]=2)[C:3]=1[CH2:14][C:15]([OH:17])=[O:16].[CH3:18]S(O)(=O)=O>CO>[OH:1][C:2]1[CH:11]=[CH:10][C:9]2[C:4](=[CH:5][CH:6]=[C:7]([C:12]#[N:13])[CH:8]=2)[C:3]=1[CH2:14][C:15]([O:17][CH3:18])=[O:16]. Procedure details: A solution containing 18.2 g of 2-hydroxy-6-cyano-1-naphthylacetic acid, 250 ml of methanol and 3 g of methanesulfonic acid was stirred at 40° C. to perform dissolution, followed by stirring at room temperature for 2 days. Then, 5 g of active carbon was added, followed by stirring for 30 minutes. Thereafter, the insoluble matter was filtered off and the solvent was distilled off under reduced pressure. To the residue was added 50 ml of 50% hydrous methanol, and then the precipitate was collected... Reactants: suspension, [H-].[Na+] (sodium hydride), CN(CCCl)C (2-dimethylaminoethyl chloride), NC=1C2=CC=CC=C2N=C2CCCC(C12)=O (9-amino-3,4-dihydroacridin-1(2H)-one), [Cl-] (chloride). Run in oil, CN(C=O)C (dimethylformamide). Run at temperature 60 celsius. The product is CN(CCNC=1C2=CC=CC=C2N=C2CCCC(C12)=O)C (3,4-Dihydro-9-[2-(dimethylamino)ethyl]aminoacridin-1(2H)-one). Reaction SMILES: [NH2:1][C:2]1[C:3]2[C:8]([N:9]=[C:10]3[C:15]=1[C:14](=[O:16])[CH2:13][CH2:12][CH2:11]3)=[CH:7][CH:6]=[CH:5][CH:4]=2.[H-].[Na+].[CH3:19][N:20]([CH3:24])[CH2:21][CH2:22]Cl.[Cl-]>CN(C)C=O>[CH3:19][N:20]([CH3:24])[CH2:21][CH2:22][NH:1][C:2]1[C:3]2[C:8]([N:9]=[C:10]3[C:15]=1[C:14](=[O:16])[CH2:13][CH2:12][CH2:11]3)=[CH:7][CH:6]=[CH:5][CH:4]=2 |f:1.2|. Procedure: To a suspension of 9-amino-3,4-dihydroacridin-1(2H)-one (10.0 g) in 100 ml of dimethylformamide was added a 50% suspension of sodium hydride in oil (2.9 g). To this was added 2-dimethylaminoethyl chloride (6.5 g). The mixture was heated to 60° C. pot temperature for 2.5 hours, an additional 2.7 g of the chloride was added and this was heated for an additional 1 hour.